This data is from the Open Reaction Database (ORD), a public repository of structured organic reaction records. The task is: describe an organic reaction: reactants, conditions, products, and yield Reactants: product, C1(=CC=C(C=C1)S(=O)(=O)O)C.C1(=CC=C(C=C1)S(=O)(=O)O)C.N1N=CC(=C1)C1=CN=C(S1)O[C@H]1C2CN3CC(CC1C3)C2 ((4s)-4-[5-(Pyrazol-4-yl)thiazol-2-yloxy]-1-azatricyclo[3.3.1.13,7]decane bis(p-toluenesulfonate)), N (NH3). Product: C1(=CC=C(C=C1)S(=O)(=O)O)C.C(C)(C)(C)C1=NN=C(S1)O[C@H]1C2CN3CC(CC1C3)C2 ((4s)-4-(5-tert-Butyl-1,3,4-thiadiazol-2-yloxy)-1-azatricyclo[3.3.1.13,7]decane p-toluenesulfonate). RXN SMILES: [C:1]1([CH3:11])[CH:6]=[CH:5][C:4]([S:7]([OH:10])(=[O:9])=[O:8])=[CH:3][CH:2]=1.[C:12]1(C)C=CC(S(O)(=O)=O)=CC=1.N1[CH:27]=[C:26]([C:28]2[S:32][C:31]([O:33][C@@H:34]3[CH:41]4[CH2:42][N:37]5[CH2:38][CH:39]([CH2:43][CH:35]3[CH2:36]5)[CH2:40]4)=[N:30]C=2)[CH:25]=N1.[NH3:44]>>[C:1]1([CH3:11])[CH:2]=[CH:3][C:4]([S:7]([OH:10])(=[O:8])=[O:9])=[CH:5][CH:6]=1.[C:26]([C:28]1[S:32][C:31]([O:33][C@@H:34]2[CH:41]3[CH2:42][N:37]4[CH2:38][CH:39]([CH2:43][CH:35]2[CH2:36]4)[CH2:40]3)=[N:30][N:44]=1)([CH3:25])([CH3:12])[CH3:27] |f:0.1.2,4.5|. Procedure: The free base of the title compound was prepared from the product of Example 56A (929 mg, 3.02 mmol) according to Method C, and then converted to the p-toluenesulfonate salt using the procedure of Method H: 1H NMR (300 MHz, methanol-D4) δ ppm 1.42 (s, 9H) 1.99 (d, J=13.6 Hz, 2H), 2.21 (s, 1H), 2.32 (s, 2H), 2.36 (s, 3H), 2.73 (s, 2H), 3.52-3.81 (m, 6H), 5.52 (s, 1H), 7.23 (d, J=7.8 Hz, 2H), 7.70 (d, J=8.1 Hz, 2H). MS (DCI/NH3) m/z=294 (M+H)+. Anal. Calcd. for C15H23N3OS.C7H8O3S: C, 56.75; H, 6.7... Reactants: C[O-].[Na+] (sodium methoxide), CO (methanol), OC=1C(=NC=CC1)C (3-hydroxy-2-methylpyridine). The solvent is CN(C)C=O (DMF). Conditions: time 5 hour. Product: COC=1C(=NC=CC1)C (3-methoxy-2-methylpyridine). As a reaction SMILES: [CH3:1][O-].[Na+].CO.[OH:6][C:7]1[C:8]([CH3:13])=[N:9][CH:10]=[CH:11][CH:12]=1>CN(C=O)C>[CH3:1][O:6][C:7]1[C:8]([CH3:13])=[N:9][CH:10]=[CH:11][CH:12]=1 |f:0.1|. Procedure details: A mixture of sodium methoxide (prepared from sodium metal) (10.2 g) and methanol (175 ml), 3-hydroxy-2-methylpyridine (43.0 g) phenyltrimethylammonium chloride (81.9 g) and DMF (400 ml) was boiled under reflux with stirring for 5 hours under nitrogen. The mixture was filtered and distilled. The fraction boiling at 167°-195° C. was collected and purified by flash chromatography on silica using dichloromethane and then IMS as the mobile phase to give 3-methoxy-2-methylpyridine which was used witho... Starting materials: BrC=1C=NC(=NC1)C#CCCN1N=NC=C1 (5-Bromo-2-(4-[1,2,3]triazol-1-yl-but-1-ynyl)-pyrimidine). Reagents/catalysts: [Pd] (palladium on charcoal). The solvent is C(C)(=O)OCC (ethyl acetate). Yields the product BrC=1C=NC(=NC1)CCCCN1N=NC=C1 (5-Bromo-2-(4-[1,2,3]triazol-1-yl-butyl)-pyrimidine). As a reaction SMILES: [Br:1][C:2]1[CH:3]=[N:4][C:5]([C:8]#[C:9][CH2:10][CH2:11][N:12]2[CH:16]=[CH:15][N:14]=[N:13]2)=[N:6][CH:7]=1>C(OCC)(=O)C.[Pd]>[Br:1][C:2]1[CH:3]=[N:4][C:5]([CH2:8][CH2:9][CH2:10][CH2:11][N:12]2[CH:16]=[CH:15][N:14]=[N:13]2)=[N:6][CH:7]=1. Reported procedure: 5-Bromo-2-(4-[1,2,3]triazol-1-yl-but-1-ynyl)-pyrimidine (0.350 g, 1.26 mmol) is dissolved in ethyl acetate (3 ml) and hydrogenated for 2 h at r.t. in the presence of palladium on charcoal (10%, 175 mg). The reaction mixture is filtered and concentrated in vacuo to yield 5-Bromo-2-(4-[1,2,3]triazol-1-yl-butyl)-pyrimidine as a beige solid. Yield 290 mg (82%) Reactants: C(C)(C)(C)OC(=O)N(C1CCC(CC1)=CCCCC(=O)O)C (5-[4-(tert-Butoxycarbonyl-methyl-amino)-cyclohexylidene]-pentanoic acid), C[O-].[Na+] (sodium methanolate). The reagents and catalysts are [Pd] (Pd/C). The solvent is CO (methanol). The product is C(C)(C)(C)OC(=O)N([C@@H]1CC[C@H](CC1)CCCCC(=O)O)C (trans-5-[4-(tert-Butoxycarbonyl-methyl-amino)-cyclohexyl]-pentanoic acid). Isolated yield 105.0%. Reaction SMILES: [C:1]([O:5][C:6]([N:8]([CH3:22])[CH:9]1[CH2:14][CH2:13][C:12](=[CH:15][CH2:16][CH2:17][CH2:18][C:19]([OH:21])=[O:20])[CH2:11][CH2:10]1)=[O:7])([CH3:4])([CH3:3])[CH3:2].C[O-].[Na+]>CO.[Pd]>[C:1]([O:5][C:6]([N:8]([CH3:22])[C@H:9]1[CH2:10][CH2:11][C@H:12]([CH2:15][CH2:16][CH2:17][CH2:18][C:19]([OH:21])=[O:20])[CH2:13][CH2:14]1)=[O:7])([CH3:4])([CH3:3])[CH3:2] |f:1.2|. Reported procedure: 5.0 g (16.1 mmol) 5-[4-(tert-Butoxycarbonyl-methyl-amino)-cyclohexylidene]-pentanoic acid in 50 ml methanol were hydrogenated with 0.5 g 10% Pd/C in the presence of 0.94 ml (16.9 mmol, 1.05 eq) sodium methanolate for 1 h at RT. After filtration and evaporation of the solvent, the residue was dissolved in ether and acidified by adding 1M HCl. The organic phase was extracted with water, dried over MgSO4 and evaporated to give 5.3 g (quant) trans-5-[4-(tert-Butoxycarbonyl-methyl-amino)-cyclohexyl]-... Starting materials: Cl.COC([C@@H](N)CC1=CC=CC=C1)=O (L-phenylalanine methyl ester hydrochloride), C([O-])([O-])=O.[Na+].[Na+] (sodium carbonate). The solvent is O (water). Yields the product COC([C@@H](N)CC1=CC=CC=C1)=O (L-phenylalanine methyl ester). As a reaction SMILES: Cl.[CH3:2][O:3][C:4](=[O:14])[C@H:5]([CH2:7][C:8]1[CH:13]=[CH:12][CH:11]=[CH:10][CH:9]=1)[NH2:6].C(=O)([O-])[O-].[Na+].[Na+]>O>[CH3:2][O:3][C:4](=[O:14])[C@H:5]([CH2:7][C:8]1[CH:13]=[CH:12][CH:11]=[CH:10][CH:9]=1)[NH2:6] |f:0.1,2.3.4|. Reported procedure: 241 g (1.1 Mole) L-phenylalanine methyl ester hydrochloride was dissolved in 900 ml water, and the solution was neutralized with 71 g sodium carbonate. The liberated L-phenylalanine methyl ester was extracted with 2 l ethylene dichloride to give an L-phenylalanine methyl ester solution containing 1.05 mole of the ester. 150 ml Methanol was added to the solution. Starting materials: C(C)(=O)OCC=1CS[C@H]2N(C1C(=O)[O-])C([C@H]2NC(C(C=2SC=CC2)=NO)=O)=O.[Na+] (sodium 3-acetoxymethyl-7β-[2-hydroxyimino-2-(thien-2-yl)acetamido]ceph-3-em-4-carboxylate), [OH-].[Na+] (sodium hydroxide), CC(=O)C (acetone). Run in O (water). Conditions: time 4 hour. The product is ON=C(C(=O)N[C@H]1[C@@H]2N(C(=C(CS2)CO)C(=O)[O-])C1=O)C=1SC=CC1.[Na+] (Sodium 7β-[2-hydroxyimino-2-(thien-2-yl) acetamido]-3-hydroxymethyl-ceph-3-em-4-carboxylate). RXN SMILES: C([O:4][CH2:5][C:6]1[CH2:7][S:8][C@@H:9]2[C@H:16]([NH:17][C:18](=[O:27])[C:19](=[N:25][OH:26])[C:20]3[S:21][CH:22]=[CH:23][CH:24]=3)[C:15](=[O:28])[N:10]2[C:11]=1[C:12]([O-:14])=[O:13])(=O)C.[Na+:29].[OH-].[Na+].CC(C)=O>O>[OH:26][N:25]=[C:19]([C:20]1[S:21][CH:22]=[CH:23][CH:24]=1)[C:18]([NH:17][C@@H:16]1[C:15](=[O:28])[N:10]2[C:11]([C:12]([O-:14])=[O:13])=[C:6]([CH2:5][OH:4])[CH2:7][S:8][C@H:9]12)=[O:27].[Na+:29] |f:0.1,2.3,6.7|. Procedure: A solution of sodium 3-acetoxymethyl-7β-[2-hydroxyimino-2-(thien-2-yl)acetamido]ceph-3-em-4-carboxylate (syn-isomer) (2.0 g) in water (160 ml) was warned to 37° and defatted wheat germ (15 g.) was added. The mixture was stirred at 37° for 4 hours, the pH being kept between 6.5 and 6.9 by the addition of 2N sodium hydroxide solution (total 2.3 ml). The mixture was poured into acetone (200 ml) and then filtered through kieselguhr. Acetone was removed under reduced pressure and the aqueous solution... The product is C(C1=CC=CC=C1)NC(N(N)C)=O (4-Benzyl-2-methylsemicarbazide). Reported procedure: A solution of Benzyl isocyanate (1.85 mL, 15.0 mmol) in 7.5 mL of CHCl3 was treated with methyl hydrazine (795 μL, 15.0 mmol) at 0° C. and stirred at the same temperature for 2 h. The resulting mixture was dissolved in 1N HCl (200 mL) and the solution was washed with CHCl3 (50 mL×3). The aqueous phase was adjusted to pH 12 with 2 M NaOHaq and then extracted with CHCl3 (100 mL×3). The organic phase was dried over Na2SO4 and concentrated in vacuo. The residue was recrystallized from hexane-CHCl3 t... Reaction conditions: time 2 hour. Run in Cl (HCl), C(Cl)(Cl)Cl (CHCl3), C(Cl)(Cl)Cl (CHCl3). Starting materials: C(C1=CC=CC=C1)N=C=O (Benzyl isocyanate), CNN (methyl hydrazine), CO (MeOH). RXN SMILES: [CH2:1]([N:8]=[C:9]=[O:10])[C:2]1[CH:7]=[CH:6][CH:5]=[CH:4][CH:3]=1.[CH3:11][NH:12][NH2:13].CO>C(Cl)(Cl)Cl.Cl>[CH2:1]([NH:8][C:9](=[O:10])[N:12]([CH3:11])[NH2:13])[C:2]1[CH:7]=[CH:6][CH:5]=[CH:4][CH:3]=1. Reactants: ClC1=C(C(CN2C=NC=C2)OCC2=C(C=C(C=C2)Cl)Cl)C=CC(=C1)Cl (1-[2,4-dichloro-β-(2,4-dichlorobenzyloxy)phenethyl]-imidazole), CC1=CC=C(CBr)C=C1 (p-methylbenzyl bromide). Product: [Br-].ClC1=C(C(C[N+]2=CN(C=C2)CC2=CC=C(C=C2)C)OCC2=C(C=C(C=C2)Cl)Cl)C=CC(=C1)Cl (1-[2,4-Dichloro-β-(2,4-dichlorobenzyloxy)phenethyl]-3-(p-methylbenzyl)imidazolium bromide). Reaction SMILES: [Cl:1][C:2]1[CH:24]=[C:23]([Cl:25])[CH:22]=[CH:21][C:3]=1[CH:4]([O:11][CH2:12][C:13]1[CH:18]=[CH:17][C:16]([Cl:19])=[CH:15][C:14]=1[Cl:20])[CH2:5][N:6]1[CH:10]=[CH:9][N:8]=[CH:7]1.[CH3:26][C:27]1[CH:34]=[CH:33][C:30]([CH2:31][Br:32])=[CH:29][CH:28]=1>>[Br-:32].[Cl:1][C:2]1[CH:24]=[C:23]([Cl:25])[CH:22]=[CH:21][C:3]=1[CH:4]([O:11][CH2:12][C:13]1[CH:18]=[CH:17][C:16]([Cl:19])=[CH:15][C:14]=1[Cl:20])[CH2:5][N+:6]1[CH:10]=[CH:9][N:8]([CH2:26][C:27]2[CH:34]=[CH:33][C:30]([CH3:31])=[CH:29][CH:28]=2)[CH:7]=1 |f:2.3|. Reported procedure: mp. 152.2° C., by the reaction of 1-[2,4-dichloro-β-(2,4-dichlorobenzyloxy)phenethyl]-imidazole and p-methylbenzyl bromide. The reactants are O=C([O-])[O-], N#Cc1cc2c(Cl)ccnc2cc1OCCCN1CCS(=O)(=O)CC1, [Cs+], [Cs+], CN(C)C=O, O, Oc1ccc2[nH]ccc2c1. The product is N#Cc1cc2c(Oc3ccc4[nH]ccc4c3)ccnc2cc1OCCCN1CCS(=O)(=O)CC1. Reaction SMILES: [C:36](=[O:37])([O-:38])[O-:39].[Cl:1][c:2]1[cH:3][cH:4][n:5][c:6]2[cH:7][c:8]([O:14][CH2:15][CH2:16][CH2:17][N:18]3[CH2:19][CH2:20][S:21](=[O:24])(=[O:25])[CH2:22][CH2:23]3)[c:9]([C:12]#[N:13])[cH:10][c:11]12.[Cs+:40].[Cs+:41].[O:43]=[CH:44][N:45]([CH3:46])[CH3:47].[OH2:42].[OH:26][c:27]1[cH:28][c:29]2[cH:30][cH:31][nH:32][c:33]2[cH:34][cH:35]1>>[c:2]1([O:26][c:27]2[cH:28][c:29]3[cH:30][cH:31][nH:32][c:33]3[cH:34][cH:35]2)[cH:3][cH:4][n:5][c:6]2[cH:7][c:8]([O:14][CH2:15][CH2:16][CH2:17][N:18]3[CH2:19][CH2:20][S:21](=[O:24])(=[O:25])[CH2:22][CH2:23]3)[c:9]([C:12]#[N:13])[cH:10][c:11]12. Starting materials: N1C(=NCC1)C1=C(C=CC=C1)S (2-(4,5-dihydro-1H-imidazol-2-yl)benzenethiol), C(C)(=O)OCCl (chloromethyl acetate). The solvent is CO (methanol). Product: Cl.COC(=O)C1=C(C2=C(S1)C=CC=C2)NCCN (3-(2-aminoethylamino)benzo[b]thiophene-2-carboxylic acid methyl ester hydrochloride). The yield is 61.0%. Reaction SMILES: [NH:1]1[CH2:5][CH2:4][N:3]=[C:2]1[C:6]1[CH:11]=[CH:10][CH:9]=[CH:8][C:7]=1[SH:12].[C:13]([O:16][CH2:17][Cl:18])(=[O:15])[CH3:14]>CO>[ClH:18].[CH3:17][O:16][C:13]([C:14]1[S:12][C:7]2[CH:8]=[CH:9][CH:10]=[CH:11][C:6]=2[C:2]=1[NH:3][CH2:4][CH2:5][NH2:1])=[O:15] |f:3.4|. Procedure: A solution of 2-(4,5-dihydro-1H-imidazol-2-yl)benzenethiol (1.00 g, 5.62 mmol) [Hegen, H., Fleig, H. Justus Liebigs Ann. Chem. 11:1994 (1975)] and chloromethyl acetate (610 mg, 5.62 mmol) in 15 mL of methanol is heated at reflux for 90 minutes. The reaction is cooled to room temperature and filtered. The filtrate is concentrated to dryness and the residue dissolved in hot chloroform. After several hours the resulting precipitate is collected and dried. The mother liquor affords a second crop of ...